Dataset: the Open Reaction Database (ORD), a public repository of structured organic reaction records. Task: describe an organic reaction: reactants, conditions, products, and yield Reactants: O=C1NC(=O)c2ccccc21, CN(C)C=O, ClC(Cl)Cl, ICCCC1c2ccccc2C=Cc2ccccc21, [K], O. Product: O=C1c2ccccc2C(=O)N1CCCC1c2ccccc2C=Cc2ccccc21. RXN SMILES: [C:25]1(=[O:35])[c:26]2[c:27]([cH:31][cH:32][cH:33][cH:34]2)[C:28](=[O:30])[NH:29]1.[CH3:20][N:21]([CH3:22])[CH:23]=[O:24].[CH:38]([Cl:39])([Cl:40])[Cl:41].[I:1][CH2:2][CH2:3][CH2:4][CH:5]1[c:6]2[c:7]([cH:16][cH:17][cH:18][cH:19]2)[CH:8]=[CH:9][c:10]2[c:11]1[cH:12][cH:13][cH:14][cH:15]2.[K:36].[OH2:37]>>[CH2:2]([CH2:3][CH2:4][CH:5]1[c:6]2[c:7]([cH:16][cH:17][cH:18][cH:19]2)[CH:8]=[CH:9][c:10]2[c:11]1[cH:12][cH:13][cH:14][cH:15]2)[N:29]1[C:25](=[O:35])[c:26]2[c:27]([cH:31][cH:32][cH:33][cH:34]2)[C:28]1=[O:30]. Reactants: OC(C)C(C(=O)OC)=C (methyl 2-(1-hydroxyethyl)acrylate), N1=CC=CC=C1 (pyridine), C(C)(=O)Cl (acetyl chloride). The solvent is ClCCl (dichloromethane). Reaction conditions: time 1 hour. Product: C(C)(=O)OC(C)C(C(=O)OC)=C (methyl 2-(1-acetoxyethyl)acrylate). Isolated yield 42.6%. As a reaction SMILES: [OH:1][CH:2]([C:4](=[CH2:9])[C:5]([O:7][CH3:8])=[O:6])[CH3:3].N1C=CC=CC=1.[C:16](Cl)(=[O:18])[CH3:17]>ClCCl>[C:16]([O:1][CH:2]([C:4](=[CH2:9])[C:5]([O:7][CH3:8])=[O:6])[CH3:3])(=[O:18])[CH3:17]. Reported procedure: To a solution of methyl 2-(1-hydroxyethyl)acrylate (50 g) and pyridine (32.6 ml) in dichloromethane (200 ml) was added dropwise acetyl chloride (34.8 g) at 0° C. After the reaction mixture was stirred for 1 hour, the mixture was allowed to warm to room temperature, and quenched with water (500 ml). The aqueous layer was separated and extracted twice with dichloromethane. The combined organic layer were washed with 1N hydrochloric acid, saturated aqueous sodium hydrogencarbonate and an aqueous so... Starting materials: CO, COC(=O)c1cc2ccc(-c3ccc(OCc4c(-c5c(Cl)cncc5Cl)noc4C4CCC4)cc3)cc2cn1, Cl, [Na+], C1CCOC1, [OH-]. Product: O=C(O)c1cc2ccc(-c3ccc(OCc4c(-c5c(Cl)cncc5Cl)noc4C4CCC4)cc3)cc2cn1. Reaction SMILES: [CH3:48][OH:49].[CH:1]1([c:5]2[c:6]([CH2:18][O:19][c:20]3[cH:21][cH:22][c:23](-[c:26]4[cH:27][cH:28][c:29]5[cH:30][c:31]([C:36](=[O:37])[O:38][CH3:39])[n:32][cH:33][c:34]5[cH:35]4)[cH:24][cH:25]3)[c:7](-[c:10]3[c:11]([Cl:17])[cH:12][n:13][cH:14][c:15]3[Cl:16])[n:8][o:9]2)[CH2:2][CH2:3][CH2:4]1.[ClH:47].[Na+:46].[O:40]1[CH2:41][CH2:42][CH2:43][CH2:44]1.[OH-:45]>>[CH:1]1([c:5]2[c:6]([CH2:18][O:19][c:20]3[cH:21][cH:22][c:23](-[c:26]4[cH:27][cH:28][c:29]5[cH:30][c:31]([C:36](=[O:37])[OH:38])[n:32][cH:33][c:34]5[cH:35]4)[cH:24][cH:25]3)[c:7](-[c:10]3[c:11]([Cl:17])[cH:12][n:13][cH:14][c:15]3[Cl:16])[n:8][o:9]2)[CH2:2][CH2:3][CH2:4]1. Conditions: temperature 0 celsius, time 20 minute. Procedure details: A solution of 2.4 grams of phenylcyclopropane in 20 ml of tetrahydrofuran was added with 20 ml of 1M lithium diisopropylamide in tetrahydrofuran at 0° C. The mixture was stirred at 0° C. for 30 minutes and room temperature for 20 minutes. This was then added with 3.0 grams of 4-chloro-6,7-dimethoxyquinazoline in 20 ml of tetrahydrofuran. The mixture was then stirred at room temperature overnight, poured into a mixture of cold water and ethyl acetate. The ethyl acetate layer was washed with brine... Solvent: O1CCCC1 (tetrahydrofuran), C(C)(=O)OCC (ethyl acetate), O1CCCC1 (tetrahydrofuran), O1CCCC1 (tetrahydrofuran). Yields the product COC=1C=C2C(=NC=NC2=CC1OC)C1(CC1)C1=CC=CC=C1 (6,7-dimethoxy-4-(1phenylcyclopropyl)-quinazoline). Isolated yield 13.4%. Starting materials: ClC1=NC=NC2=CC(=C(C=C12)OC)OC (4-chloro-6,7-dimethoxyquinazoline), O (water), C1(=CC=CC=C1)C1CC1 (phenylcyclopropane), C(C)(C)[N-]C(C)C.[Li+] (lithium diisopropylamide). Reaction SMILES: [C:1]1([CH:7]2[CH2:9][CH2:8]2)[CH:6]=[CH:5][CH:4]=[CH:3][CH:2]=1.C([N-]C(C)C)(C)C.[Li+].Cl[C:19]1[C:28]2[C:23](=[CH:24][C:25]([O:31][CH3:32])=[C:26]([O:29][CH3:30])[CH:27]=2)[N:22]=[CH:21][N:20]=1.O>O1CCCC1.C(OCC)(=O)C>[CH3:30][O:29][C:26]1[CH:27]=[C:28]2[C:23](=[CH:24][C:25]=1[O:31][CH3:32])[N:22]=[CH:21][N:20]=[C:19]2[C:7]1([C:1]2[CH:6]=[CH:5][CH:4]=[CH:3][CH:2]=2)[CH2:9][CH2:8]1 |f:1.2|. Starting materials: COc1c(N)c(I)c(C)c(Br)c1F, [C-]#N, [C-]#N, CN(C)C=O, O, [Zn+2]. Product: COc1c(N)c(C#N)c(C)c(Br)c1F. RXN SMILES: [Br:2][c:3]1[c:4]([F:14])[c:5]([O:12][CH3:13])[c:6]([NH2:11])[c:7]([I:10])[c:8]1[CH3:9].[C-:20]#[N:21].[C-:23]#[N:24].[CH3:15][N:16]([CH3:17])[CH:18]=[O:19].[OH2:1].[Zn+2:22]>>[Br:2][c:3]1[c:4]([F:14])[c:5]([O:12][CH3:13])[c:6]([NH2:11])[c:7]([C:15]#[N:16])[c:8]1[CH3:9]. The reactants are BrC[C@@H](CO[Si](C1=CC=CC=C1)(C1=CC=CC=C1)C(C)(C)C)C (((R)-3-bromo-2-methylpropoxy)-tert-butyldiphenylsilane), C(C)OP(=O)(OCC)CC(=O)OC(C)(C)C (tert-butyl diethylphosphonoacetate), [H-].[Na+] (sodium hydride), Ice water. The solvent is C1CCOC1 (THF), C1CCOC1 (THF), C1CCOC1 (THF). Reaction conditions: time 75 minute. Yields the product [Si](C1=CC=CC=C1)(C1=CC=CC=C1)(C(C)(C)C)OCC(C[C@@H](C(=O)OC(C)(C)C)P(=O)(OCC)OCC)C (tert-butyl(S)-5-(tert-butyldiphenylsilanyloxy)-2-(diethoxyphosphoryl)-4-methylvalerate). Isolated yield 52.2%. Reaction SMILES: [CH2:1]([O:3][P:4]([CH2:9][C:10]([O:12][C:13]([CH3:16])([CH3:15])[CH3:14])=[O:11])([O:6][CH2:7][CH3:8])=[O:5])[CH3:2].[H-].[Na+].Br[CH2:20][C@H:21]([CH3:41])[CH2:22][O:23][Si:24]([C:37]([CH3:40])([CH3:39])[CH3:38])([C:31]1[CH:36]=[CH:35][CH:34]=[CH:33][CH:32]=1)[C:25]1[CH:30]=[CH:29][CH:28]=[CH:27][CH:26]=1>C1COCC1>[Si:24]([O:23][CH2:22][CH:21]([CH3:41])[CH2:20][C@H:9]([P:4]([O:3][CH2:1][CH3:2])([O:6][CH2:7][CH3:8])=[O:5])[C:10]([O:12][C:13]([CH3:14])([CH3:16])[CH3:15])=[O:11])([C:37]([CH3:38])([CH3:39])[CH3:40])([C:31]1[CH:32]=[CH:33][CH:34]=[CH:35][CH:36]=1)[C:25]1[CH:30]=[CH:29][CH:28]=[CH:27][CH:26]=1 |f:1.2|. Reported procedure: A solution tert-butyl diethylphosphonoacetate (64 g) in THF (100 mL) was added dropwise to a suspension of sodium hydride (containing 40% mineral oil, 13.2 g) in THF (400 mL) under ice-cooling, and the reaction mixture was stirred at room temperature for 75 minutes. A solution of ((R)-3-bromo-2-methylpropoxy)-tert-butyldiphenylsilane (99.4 g) in THF (100 mL) was added dropwise to the reaction mixture, which was then heated under reflux for 23 hours. Ice water was added to the reaction mixture, f...